Task: describe an organic reaction: reactants, conditions, products, and yield. Dataset: the Open Reaction Database (ORD), a public repository of structured organic reaction records Reaction SMILES: [SH:1][C:2]1[NH:3][C:4]2[CH:10]=[C:9]([NH:11][C:12]([O:14][C:15]([CH3:18])([CH3:17])[CH3:16])=[O:13])[CH:8]=[CH:7][C:5]=2[N:6]=1.C(N=C=[O:25])CCC.[CH3:26][C:27]1C=C[CH:30]=[CH:31][C:32]=1C>CCCCCC>[CH2:31]([C:30]([N:6]1[C:5]2[CH:7]=[CH:8][C:9]([NH:11][C:12]([O:14][C:15]([CH3:18])([CH3:17])[CH3:16])=[O:13])=[CH:10][C:4]=2[N:3]=[C:2]1[SH:1])=[O:25])[CH2:32][CH2:27][CH3:26]. Run in CCCCCC (hexane). Run at temperature 147.5 celsius. The reactants are SC=1NC2=C(N1)C=CC(=C2)NC(=O)OC(C)(C)C (2-mercapto-5-(tert-butoxycarbonyl) aminobenzimidazole), CC=1C=CC=CC1C (o-xylene), C(CCC)N=C=O (n-butyl isocyanate). The yield is 95.0%. Procedure: To a slurry of 2-mercapto-5-(tert-butoxycarbonyl) aminobenzimidazole (11.46 g, 43.19 mmol) in o-xylene (50 mL) pre-heated to 100° C. was added n-butyl isocyanate (7.3 mL, 64.79 mmol) via syringe. The mixture was then heated at 145-150° C. for 1.5 h, then cooled to room temperature and diluted with hexane (200 mL). The solid was collected by suction filtration and dried under vacuum to afford 1-butylcarbonyl-2-mercapto-5-(tert-butoxycarbonyl)aminobenzimidazole (14.19 g, 95%). 1H-NMR (DMSO)δ: 0.94... The product is C(CCC)C(=O)N1C(=NC2=C1C=CC(=C2)NC(=O)OC(C)(C)C)S (1-butylcarbonyl-2-mercapto-5-(tert-butoxycarbonyl)aminobenzimidazole). Reactants: O=C1OCC(CO)N1c1nc(-c2ccc(Br)cc2)cs1, CCN(CC)S(F)(F)F, ClCCl. The product is O=C1OCC(CCl)N1c1nc(-c2ccc(Br)cc2)cs1. Reaction SMILES: [Br:1][c:2]1[cH:3][cH:4][c:5](-[c:8]2[n:9][c:10]([N:13]3[C:14](=[O:20])[O:15][CH2:16][CH:17]3[CH2:18][OH:19])[s:11][cH:12]2)[cH:6][cH:7]1.[CH2:21]([N:22]([S:23]([F:24])([F:25])[F:26])[CH2:27][CH3:28])[CH3:29].[CH2:30]([Cl:31])[Cl:32]>>[Br:1][c:2]1[cH:3][cH:4][c:5](-[c:8]2[n:9][c:10]([N:13]3[C:14](=[O:20])[O:15][CH2:16][CH:17]3[CH2:18][Cl:31])[s:11][cH:12]2)[cH:6][cH:7]1. The product is C(C1=CC=CC=C1)OC1=C(C=CC(=C1)C[C@H]1NC(CC1)=O)N1CC(NS1(=O)=O)=O (5-[2-Benzyloxy-4-((S)-5-oxopyrrolidin-2-ylmethyl)-phenyl]-1,1-dioxo-1,2,5-thiadiazolidin-3-one). Procedure: To a suspension of PS-isocyanate resin (0.500 g) in THF is added TBAF (1M in THF, 2.5 mL) and the mixture is stirred at RT for 2 h. The resin is filtered off and the TBAF solution is added to a stirring solution of 5-[2-benzyloxy-4-((S)-5-oxopyrrolidin-2-ylmethyl)-phenyl]-1,1-dioxo-2-(2-trimethylsilanylethyl)-1,2,5-thiadiazolidin-3-one (0.660 g, 1.28 mmol) in THF (20 mL). The mixture is stirred at 50° C. for 18 h. The mixture is allowed to cool to RT then is diluted with water and extracted with... Solvent: O (water), C1CCOC1 (THF), C1CCOC1 (THF). Starting materials: [N-]=C=O (isocyanate), CCCC[N+](CCCC)(CCCC)CCCC.[F-] (TBAF), C(C1=CC=CC=C1)OC1=C(C=CC(=C1)C[C@H]1NC(CC1)=O)N1CC(N(S1(=O)=O)CC[Si](C)(C)C)=O (5-[2-benzyloxy-4-((S)-5-oxopyrrolidin-2-ylmethyl)-phenyl]-1,1-dioxo-2-(2-trimethylsilanylethyl)-1,2,5-thiadiazolidin-3-one), CCCC[N+](CCCC)(CCCC)CCCC.[F-] (TBAF). Conditions: time 2 hour. Reaction SMILES: [N-]=C=O.CCCC[N+](CCCC)(CCCC)CCCC.[F-].[CH2:22]([O:29][C:30]1[CH:35]=[C:34]([CH2:36][C@@H:37]2[CH2:41][CH2:40][C:39](=[O:42])[NH:38]2)[CH:33]=[CH:32][C:31]=1[N:43]1[S:47](=[O:49])(=[O:48])[N:46](CC[Si](C)(C)C)[C:45](=[O:56])[CH2:44]1)[C:23]1[CH:28]=[CH:27][CH:26]=[CH:25][CH:24]=1>C1COCC1.O>[CH2:22]([O:29][C:30]1[CH:35]=[C:34]([CH2:36][C@@H:37]2[CH2:41][CH2:40][C:39](=[O:42])[NH:38]2)[CH:33]=[CH:32][C:31]=1[N:43]1[S:47](=[O:49])(=[O:48])[NH:46][C:45](=[O:56])[CH2:44]1)[C:23]1[CH:24]=[CH:25][CH:26]=[CH:27][CH:28]=1 |f:1.2|. Reactants: N1=CC=CC=C1 (pyridine), C(C)(=O)OC(C)=O (acetic anhydride), ice, C(C(C)C)(=O)N1CC(C2=C(C(=C(C=C12)C)O)C)C (N-Isobutyryl-5-hydroxy-3,4,6-trimethylindoline). The solvent is hexanes, C(Cl)Cl (methylene chloride), C(Cl)Cl (methylene chloride). Run at time 17 hour. Yields the product C(C(C)C)(=O)N1CC(C2=C(C(=C(C=C12)C)OC(C)=O)C)C (N-Isobutyryl-5-acetoxy-3,4,6-trimethylindoline). Isolated yield 77.8%. RXN SMILES: [C:1]([N:6]1[C:14]2[C:9](=[C:10]([CH3:17])[C:11]([OH:16])=[C:12]([CH3:15])[CH:13]=2)[CH:8]([CH3:18])[CH2:7]1)(=[O:5])[CH:2]([CH3:4])[CH3:3].N1C=CC=CC=1.[C:25](OC(=O)C)(=[O:27])[CH3:26]>C(Cl)Cl>[C:1]([N:6]1[C:14]2[C:9](=[C:10]([CH3:17])[C:11]([O:16][C:25](=[O:27])[CH3:26])=[C:12]([CH3:15])[CH:13]=2)[CH:8]([CH3:18])[CH2:7]1)(=[O:5])[CH:2]([CH3:4])[CH3:3]. Procedure details: To an ice-cold solution of N-isobutyryl-5-hydroxy-3,4,6-trimethylindoline (11b, 49 mg, 0.2 mmol) dissolved in methylene chloride (2 mL) were added sequentially pyridine (0.16 mL, 2 mmol) and acetic anhydride (0.1 mL, 1 mmol). The mixture was stirred over the range of 0° C. to room temperature for 17 h. The mixture was diluted with methylene chloride, transferred to a separatory funnel and washed sequentially with 10% hydrochloric acid, saturated aq. sodium bicarbonate and brine. Removal of solve... Starting materials: CC=1C(=NC=C(C1)[N+](=O)[O-])N1CCC(CC1)=C(C(=O)OCC)C (Ethyl 2-[1-(3-methyl-5-nitropyridin-2-yl)piperidin-4-ylidene]propanoate), alkene, nitro. Reagents/catalysts: [Pd] (Pd/C). Run in CCO (EtOH). Run at time 2 hour. Product: NC=1C=C(C(=NC1)N1CCC(CC1)C(C(=O)OCC)C)C (Ethyl 2-[1-(5-amino-3-methylpyridin-2-yl)piperidin-4-yl]propanoate). The yield is 101.0%. As a reaction SMILES: [CH3:1][C:2]1[C:3]([N:11]2[CH2:16][CH2:15][C:14](=[C:17]([CH3:23])[C:18]([O:20][CH2:21][CH3:22])=[O:19])[CH2:13][CH2:12]2)=[N:4][CH:5]=[C:6]([N+:8]([O-])=O)[CH:7]=1>CCO.[Pd]>[NH2:8][C:6]1[CH:7]=[C:2]([CH3:1])[C:3]([N:11]2[CH2:16][CH2:15][CH:14]([CH:17]([CH3:23])[C:18]([O:20][CH2:21][CH3:22])=[O:19])[CH2:13][CH2:12]2)=[N:4][CH:5]=1. Procedure: Ethyl 2-[1-(3-methyl-5-nitropyridin-2-yl)piperidin-4-ylidene]propanoate (2.30 g; 7.20 mmol) was suspended in EtOH (100 mL) and treated with 10% Pd/C (230 mg). The resulting mixture was placed under an atmosphere of hydrogen (balloon) at ambient temperature and stirred vigorously at ambient temperature for 2 hrs. LCMS indicated no reduction of alkene but reduction of the nitro-group was essentially complete. The catalyst was filtered off and the filtrate was evaporated to a gum (2.42 g). The reac... Starting materials: O=C([O-])[O-], Cn1c(=O)c2[nH]cnc2n(C)c1=O, O=C(c1ccc(CBr)cc1)c1ccc(Cl)nc1, [K+], [K+], CN(C)C=O, O. As a reaction SMILES: [C:14](=[O:15])([O-:16])[O-:17].[CH3:1][n:2]1[c:3](=[O:4])[n:5]([CH3:13])[c:6]2[n:7][cH:8][nH:9][c:10]2[c:11]1=[O:12].[Cl:20][c:21]1[n:22][cH:23][c:24]([C:25](=[O:26])[c:27]2[cH:28][cH:29][c:30]([CH2:31][Br:32])[cH:33][cH:34]2)[cH:35][cH:36]1.[K+:18].[K+:19].[O:37]=[CH:38][N:39]([CH3:40])[CH3:41].[OH2:42]>>[CH3:1][n:2]1[c:3](=[O:4])[n:5]([CH3:13])[c:6]2[n:7][cH:8][n:9]([CH2:31][c:30]3[cH:29][cH:28][c:27]([C:25]([c:24]4[cH:23][n:22][c:21]([Cl:20])[cH:36][cH:35]4)=[O:26])[cH:34][cH:33]3)[c:10]2[c:11]1=[O:12]. Product: Cn1c(=O)c2c(ncn2Cc2ccc(C(=O)c3ccc(Cl)nc3)cc2)n(C)c1=O. Reactants: CC(N)=S, O=[N+]([O-])c1cccc(CCl)c1, c1ccccc1. Product: CC(=N)SCc1cccc([N+](=O)[O-])c1, Cl. RXN SMILES: [CH3:1][C:2]([NH2:3])=[S:4].[N+:5](=[O:6])([O-:7])[c:8]1[cH:9][c:10]([CH2:11][Cl:12])[cH:13][cH:14][cH:15]1.[cH:16]1[cH:17][cH:18][cH:19][cH:20][cH:21]1>>[CH3:1][C:2](=[NH:3])[S:4][CH2:11][c:10]1[cH:9][c:8]([N+:5](=[O:6])[O-:7])[cH:15][cH:14][cH:13]1.[ClH:12]. Starting materials: FC1=CC=C(C=C1)[N+](=O)[O-] (1-fluoro-4-nitrobenzene), C([O-])([O-])=O.[K+].[K+] (potassium carbonate), CCOC(=O)C (EtOAc), BrC1=CC=C(C=C1)O (4-bromophenol). Run in CN(C)C=O (DMF). Conditions: temperature 80 celsius. Yields the product BrC1=CC=C(OC2=C(C=CC=C2)[N+](=O)[O-])C=C1 (4-bromophenoxy-1-nitrobenzene). As a reaction SMILES: F[C:2]1[CH:7]=[CH:6][C:5]([N+:8]([O-:10])=[O:9])=[CH:4][CH:3]=1.C(=O)([O-])[O-].[K+].[K+].[Br:17][C:18]1[CH:23]=[CH:22][C:21]([OH:24])=[CH:20][CH:19]=1.CCOC(C)=O>CN(C=O)C>[Br:17][C:18]1[CH:23]=[CH:22][C:21]([O:24][C:6]2[CH:7]=[CH:2][CH:3]=[CH:4][C:5]=2[N+:8]([O-:10])=[O:9])=[CH:20][CH:19]=1 |f:1.2.3|. Reported procedure: To a stirred solution of 1-fluoro-4-nitrobenzene (10 mmol) in DMF (20 mL) at rt, solid potassium carbonate (30 mmol) was added followed by addition of 4-bromophenol (10 mmol) to the reaction mixture and heating to 80° C. until the reaction was complete as indicated by TLC or HPLC. After cooling to rt, the reaction mixture was poured into EtOAc (100 mL), washed with H2O (2×50 mL) and brine (50 mL), and dried over sodium sulfate. The solvent was removed in vacuuo to afford the desired 4-bromopheno... Starting materials: ClCCl, C1COCCN1, CCN=C=NCCCN(C)C, COC1=C(OC)C(=O)C(Cc2ccc(Oc3cccc(OC)c3)c(C(=O)O)c2)=C(C)C1=O, Cl, O. The product is COC1=C(OC)C(=O)C(Cc2ccc(Oc3cccc(OC)c3)c(C(=O)N3CCOCC3)c2)=C(C)C1=O. RXN SMILES: [CH2:19]([Cl:20])[Cl:21].[CH2:1]1[CH2:2][O:3][CH2:4][CH2:5][NH:6]1.[CH2:8]([N:9]=[C:10]=[N:11][CH2:12][CH2:13][CH2:14][N:15]([CH3:16])[CH3:17])[CH3:18].[CH3:22][O:23][C:24]1=[C:29]([O:30][CH3:31])[C:28](=[O:32])[C:27]([CH2:33][c:34]2[cH:35][cH:36][c:37]([O:43][c:44]3[cH:45][c:46]([O:50][CH3:51])[cH:47][cH:48][cH:49]3)[c:38]([C:39](=[O:40])[OH:41])[cH:42]2)=[C:26]([CH3:52])[C:25]1=[O:53].[ClH:7].[OH2:54]>>[CH2:1]1[CH2:2][O:3][CH2:4][CH2:5][N:6]1[C:39]([c:38]1[c:37]([O:43][c:44]2[cH:45][c:46]([O:50][CH3:51])[cH:47][cH:48][cH:49]2)[cH:36][cH:35][c:34]([CH2:33][C:27]2=[C:26]([CH3:52])[C:25](=[O:53])[C:24]([O:23][CH3:22])=[C:29]([O:30][CH3:31])[C:28]2=[O:32])[cH:42]1)=[O:40].